This data is from the Open Reaction Database (ORD), a public repository of structured organic reaction records. The task is: describe an organic reaction: reactants, conditions, products, and yield Starting materials: COc1ccc(C2=Cc3ccc(OC)cc3CC2)c(N)c1, Cl, O=C(Cl)c1ccc(OCCN2CCCCC2)cc1. Product: COc1ccc2c(c1)CCC(c1ccc(OC)cc1NCc1ccc(OCCN3CCCCC3)cc1)=C2. RXN SMILES: [CH3:1][O:2][c:3]1[cH:4][cH:5][c:6]([C:10]2=[CH:11][c:12]3[cH:13][cH:14][c:15]([O:20][CH3:21])[cH:16][c:17]3[CH2:18][CH2:19]2)[c:7]([NH2:9])[cH:8]1.[ClH:22].[N:23]1([CH2:29][CH2:30][O:31][c:32]2[cH:33][cH:34][c:35]([C:36]([Cl:37])=[O:38])[cH:39][cH:40]2)[CH2:24][CH2:25][CH2:26][CH2:27][CH2:28]1>>[CH3:1][O:2][c:3]1[cH:4][cH:5][c:6]([C:10]2=[CH:11][c:12]3[cH:13][cH:14][c:15]([O:20][CH3:21])[cH:16][c:17]3[CH2:18][CH2:19]2)[c:7]([NH:9][CH2:36][c:35]2[cH:34][cH:33][c:32]([O:31][CH2:30][CH2:29][N:23]3[CH2:24][CH2:25][CH2:26][CH2:27][CH2:28]3)[cH:40][cH:39]2)[cH:8]1. The reactants are C(#N)C1=CC=C(OC(C(=O)OCC)(C)C)C=C1 (ethyl 2-(4-cyanophenoxy)-2-methylpropionate), CC1=NC=NC=C1 (4-methylpyrimidine), C(#N)C=1C=CC(=C(C(C=C(C)C)C2=CC=NC=[N+]2[O-])C1)O (6-[5-cyano-2-hydroxy-α-(2-methylpropenyl)benzyl]pyrimidine 1-oxide), CC1(OC2=C(C(C1)C1=NC=CC=C1)C=C(C=C2)C(=O)O)C (3,4-dihydro-2,2-dimethyl-4-(2-pyridyl)-2H-1-benzopyran-6-carboxylic acid), solution, C(CCC)[Li] (butyllithium), C(C)(C)NC(C)C (diisopropylamine). The solvent is O1CCCC1 (tetrahydrofuran), O1CCCC1 (tetrahydrofuran), CCCCCC (n-hexane), O1CCCC1 (tetrahydrofuran). Conditions: temperature -78 celsius. The product is OC(C(OC1=CC=C(C#N)C=C1)(C)C)=CC1=NC=NC=C1 (4-[2- hydroxy-1,1-dimethyl-3-(4-pyrimidinyl)-2-propenyloxy]benzonitrile). RXN SMILES: C(C1C=CC(O)=C(C=1)C(C1[N+]([O-])=CN=CC=1)C=C(C)C)#N.CC1(C)CC(C2C=CC=CN=2)C2C=C(C(O)=O)C=CC=2O1.C([Li])CCC.C(NC(C)C)(C)C.[CH3:55][C:56]1[CH:61]=[CH:60][N:59]=[CH:58][N:57]=1.[C:62]([C:64]1[CH:78]=[CH:77][C:67]([O:68][C:69]([CH3:76])([CH3:75])[C:70](OCC)=[O:71])=[CH:66][CH:65]=1)#[N:63]>CCCCCC.O1CCCC1>[OH:71][C:70](=[CH:55][C:56]1[CH:61]=[CH:60][N:59]=[CH:58][N:57]=1)[C:69]([CH3:76])([CH3:75])[O:68][C:67]1[CH:77]=[CH:78][C:64]([C:62]#[N:63])=[CH:65][CH:66]=1. Procedure details: The 6-[5-cyano-2-hydroxy-α-(2-methylpropenyl)benzyl]pyrimidine 1-oxide used as the starting material was prepared as follows: (A) 10 ml of a 1.2M solution of butyllithium in n-hexane were added to a solution of 1.68 ml of diisopropylamine in 50 ml of tetrahydrofuran while stirring at -78° C. under a nitrogen atmosphere. The solution was stirred for a further 15 minutes and a solution of 4-methylpyrimidine in 20 ml of tetrahydrofuran was then added. The solution was allowed to warm to 20° C. and ... RXN SMILES: [CH3:1][C:2]1[NH:3][C:4]2[C:9]([CH:10]=1)=[C:8]([C:11]([F:14])([F:13])[F:12])[C:7]([C:15]#[N:16])=[CH:6][CH:5]=2.Br[CH2:18][C:19]([NH2:21])=[O:20]>>[C:15]([C:7]1[C:8]([C:11]([F:12])([F:14])[F:13])=[C:9]2[C:4](=[CH:5][CH:6]=1)[N:3]([CH2:18][C:19]([NH2:21])=[O:20])[C:2]([CH3:1])=[CH:10]2)#[N:16]. Reported procedure: Synthesized as described in Example 4 using 2-methyl-4-(trifluoromethyl)-1H-indole-5-carbonitrile and 2-bromoacetamide: 1H NMR (400 MHz, DMSO-d6) δ 7.82 (d, J=8.5 Hz, 1H), 7.71 (bs, 1H), 7.67 (d, J=8.5 Hz, 1H), 7.35 (bs, 1H), 6.55 (s, 1H), 4.89 (s, 2H), 2.39 (s, 3H); MS (ES) m/z 282 (M+1). Yields the product C(#N)C=1C(=C2C=C(N(C2=CC1)CC(=O)N)C)C(F)(F)F (2-[5-Cyano-2-methyl-4-(trifluoromethyl)-1H-indol-1-yl]acetamide). The reactants are CC=1NC2=CC=C(C(=C2C1)C(F)(F)F)C#N (2-methyl-4-(trifluoromethyl)-1H-indole-5-carbonitrile), BrCC(=O)N (2-bromoacetamide). Reactants: CCO, Cc1cnn(-c2ccc(C)c([N+](=O)[O-])c2)c1, [H][H]. The product is Cc1cnn(-c2ccc(C)c(N)c2)c1. Reaction SMILES: [CH3:19][CH2:20][OH:21].[CH3:1][c:2]1[cH:3][n:4][n:5](-[c:7]2[cH:8][c:9]([N+:14]([O-:15])=[O:16])[c:10]([CH3:13])[cH:11][cH:12]2)[cH:6]1.[H:17][H:18]>>[CH3:1][c:2]1[cH:3][n:4][n:5](-[c:7]2[cH:8][c:9]([NH2:14])[c:10]([CH3:13])[cH:11][cH:12]2)[cH:6]1. Starting materials: P(OCC)(OCC)[O-] (diethyl phosphite), C(=C)C(=O)C (Methyl vinyl ketone), [O-]CC.[Na+] (sodium ethoxide), [Na] (sodium). Run in C(C)O (ethanol), C(Cl)(Cl)Cl (chloroform). Conditions: temperature 15 celsius. The product is O=C(CCP(OCC)(OCC)=O)C (diethyl 3-oxobutylphosphonate). As a reaction SMILES: [P:1]([O-:8])([O:5][CH2:6][CH3:7])[O:2][CH2:3][CH3:4].[O-]CC.[Na+].[Na].[CH:14]([C:16]([CH3:18])=[O:17])=[CH2:15]>C(O)C.C(Cl)(Cl)Cl>[O:17]=[C:16]([CH3:18])[CH2:14][CH2:15][P:1](=[O:8])([O:5][CH2:6][CH3:7])[O:2][CH2:3][CH3:4] |f:1.2,^1:12|. Reported procedure: To 243 grams (1.76 moles) of diethyl phosphite stirred under nitrogen and protected by a drying tube was added a solution of sodium ethoxide prepared from 5.07 grams (0.22 mole) of sodium in 100 ml of anhydrous ethanol. Methyl vinyl ketone, 112 grams (1.60 moles), was then added at such a rate as to keep the temperature at 35°-40° C. The addition required about one hour. The reaction mixture was stirred for one-half hour after the addition was completed and was stripped to dryness in vacuo at 60... Reactants: [Br-], CCCC[N+](CCCC)(CCCC)CCCC, CCCCCCCCCc1ccc(OC)c(C(=O)c2ccccc2)c1, CC(C)Br, ClCCl, [Na+], [OH-], O, CCCCCCCCCc1ccc(O)c(C(=O)c2ccccc2)c1. Yields the product CCCCCCCCCc1ccc(OC(C)C)c(C(=O)c2ccccc2)c1. As a reaction SMILES: [Br-:60].[CH2:61]([N+:62]([CH2:63][CH2:64][CH2:65][CH3:66])([CH2:67][CH2:68][CH2:69][CH3:70])[CH2:71][CH2:72][CH2:73][CH3:74])[CH2:75][CH2:76][CH3:77].[CH3:31][O:32][c:33]1[cH:34][cH:35][c:36]([CH2:37][CH2:38][CH2:39][CH2:40][CH2:41][CH2:42][CH2:43][CH2:44][CH3:45])[cH:46][c:47]1[C:48]([c:49]1[cH:50][cH:51][cH:52][cH:53][cH:54]1)=[O:55].[CH:27]([CH3:28])([CH3:29])[Br:30].[Cl:56][CH2:57][Cl:58].[Na+:26].[OH-:25].[OH2:59].[OH:1][c:2]1[c:3]([C:4](=[O:5])[c:6]2[cH:7][cH:8][cH:9][cH:10][cH:11]2)[cH:12][c:13]([CH2:16][CH2:17][CH2:18][CH2:19][CH2:20][CH2:21][CH2:22][CH2:23][CH3:24])[cH:14][cH:15]1>>[O:1]([c:2]1[c:3]([C:4](=[O:5])[c:6]2[cH:7][cH:8][cH:9][cH:10][cH:11]2)[cH:12][c:13]([CH2:16][CH2:17][CH2:18][CH2:19][CH2:20][CH2:21][CH2:22][CH2:23][CH3:24])[cH:14][cH:15]1)[CH:27]([CH3:28])[CH3:29]. Reactants: C(O)([O-])=O.[Na+] (sodium hydrogen carbonate), [Cl-].[NH4+] (ammonium chloride), FC=1C(=CC2=C(C=C(O2)C(=O)N)C1)F (5,6-difluorobenzofuran-2-carboxamide), F[B-](F)(F)F.C(C)[O+](CC)CC (triethyloxonium tetrafluoroborate). The solvent is C(C)(=O)OCC (ethyl acetate), ClCCl (dichloromethane), C(C)O (ethanol). Run at time 64 hour. Product: FC=1C(=CC2=C(C=C(O2)C(=N)N)C1)F (5,6-difluorobenzofuran-2-carboxamidine). The yield is 39.5%. Reaction SMILES: [F:1][C:2]1[C:3]([F:14])=[CH:4][C:5]2[O:9][C:8]([C:10]([NH2:12])=O)=[CH:7][C:6]=2[CH:13]=1.F[B-](F)(F)F.C([O+](CC)CC)C.C(=O)([O-])O.[Na+].[Cl-].[NH4+:33]>ClCCl.C(O)C.C(OCC)(=O)C>[F:1][C:2]1[C:3]([F:14])=[CH:4][C:5]2[O:9][C:8]([C:10]([NH2:33])=[NH:12])=[CH:7][C:6]=2[CH:13]=1 |f:1.2,3.4,5.6|. Procedure: A mixture of 1.4 g (7.1 mmol) of 5,6-difluorobenzofuran-2-carboxamide and 1.62 g (8.5 mmol) of triethyloxonium tetrafluoroborate in 40 ml of anhydrous dichloromethane was stirred at room temperature over 64 hours. Subsequently, the mixture was poured into 70 ml of saturated sodium hydrogen carbonate solution, extracted twice with 100 ml of dichloro-methane each time and the combined organic phases were washed once with 70 ml of saturated sodium hydrogen carbonate solution, dried over magnesium s... Starting materials: FC(OC1=C(C=C(C=C1)C=1OC=C(N1)CNC(C1=C(C=CC=C1)OCC)=O)O)F (N-[2-(4-difluoromethoxy-3-hydroxyphenyl)oxazol-4-ylmethyl]-2-ethoxybenzamide), BrC(CC)CC (3-bromopentane). Yields the product FC(OC1=C(C=C(C=C1)C=1OC=C(N1)CNC(C1=C(C=CC=C1)OCC)=O)OC(CC)CC)F (N-{2-[4-difluoromethoxy-3-(1-ethylpropoxy)phenyl]oxazol-4-ylmethyl}-2-ethoxybenzamide). As a reaction SMILES: [F:1][CH:2]([F:29])[O:3][C:4]1[CH:9]=[CH:8][C:7]([C:10]2[O:11][CH:12]=[C:13]([CH2:15][NH:16][C:17](=[O:27])[C:18]3[CH:23]=[CH:22][CH:21]=[CH:20][C:19]=3[O:24][CH2:25][CH3:26])[N:14]=2)=[CH:6][C:5]=1[OH:28].Br[CH:31]([CH2:34][CH3:35])[CH2:32][CH3:33]>>[F:29][CH:2]([F:1])[O:3][C:4]1[CH:9]=[CH:8][C:7]([C:10]2[O:11][CH:12]=[C:13]([CH2:15][NH:16][C:17](=[O:27])[C:18]3[CH:23]=[CH:22][CH:21]=[CH:20][C:19]=3[O:24][CH2:25][CH3:26])[N:14]=2)=[CH:6][C:5]=1[O:28][CH:31]([CH2:34][CH3:35])[CH2:32][CH3:33]. Procedure: Using the compound obtained in Example 347 and 3-bromopentane, white powdery N-{2-[4-difluoromethoxy-3-(1-ethylpropoxy)phenyl]oxazol-4-ylmethyl}-2-ethoxybenzamide was obtained following the procedure of Example 348.